Dataset: the Open Reaction Database (ORD), a public repository of structured organic reaction records. Task: describe an organic reaction: reactants, conditions, products, and yield The reactants are ClC1=CC=C2/C(/C(NC2=C1)=O)=C/CC(C)(C)C (Z-6-chloro-3-(3,3-dimethyl-butylidene)-1,3-dihydro-indol-2-one), FC=1C=CC(=C(C1)C=NC(=C)O[Si](C)(C)C)C (1-(5-fluoro-2-methylphenyl)-3-trimethylsilyoxy-2-aza-1,3-butadiene). Product: ClC1=CC=C2C(=C1)NC(C21C(NC(CC1CC(C)(C)C)=O)C1=C(C=CC(=C1)F)C)=O (racemic (2′R,3R,4′S)-6-chloro-4′-(2,2-dimethylpropyl)-2′-(5-fluoro-2-methyl phenyl)-spiro[3H-indole-3,3′-piperidine]-2,6′(1H)-dione). RXN SMILES: [Cl:1][C:2]1[CH:10]=[C:9]2[C:5](/[C:6](=[CH:12]/[CH2:13][C:14]([CH3:17])([CH3:16])[CH3:15])/[C:7](=[O:11])[NH:8]2)=[CH:4][CH:3]=1.[F:18][C:19]1[CH:20]=[CH:21][C:22]([CH3:34])=[C:23]([CH:25]=[N:26][C:27]([O:29][Si](C)(C)C)=[CH2:28])[CH:24]=1>>[Cl:1][C:2]1[CH:10]=[C:9]2[NH:8][C:7](=[O:11])[C:6]3([CH:12]([CH2:13][C:14]([CH3:17])([CH3:16])[CH3:15])[CH2:28][C:27](=[O:29])[NH:26][CH:25]3[C:23]3[CH:24]=[C:19]([F:18])[CH:20]=[CH:21][C:22]=3[CH3:34])[C:5]2=[CH:4][CH:3]=1. Procedure details: In a manner similar to the method described in example 1c, E/Z-6-Chloro-3-(3,3-dimethyl-butylidene)-1,3-dihydro-indol-2-one (0.2 g, 0.80 mmol) prepared in example 1a was reacted with 1-(5-fluoro-2-methyl-phenyl)-3-trimethylsilyoxy-2-aza-1,3-butadiene prepared in example 36a to give racemic (2′R,3R,4′S)-6-chloro-4′-(2,2-dimethylpropyl)-2′-(5-fluoro-2-methyl phenyl)-spiro[3H-indole-3,3′-piperidine]-2,6′(1H)-dione as an white solid (7 mg). Starting materials: [Al+3], C1CCOC1, [H-], [H-], [H-], [H-], [Li+], Cc1ccc(S(=O)(=O)NC2CCCCNC2=O)cc1. The product is Cc1ccc(S(=O)(=O)NC2CCCCNC2)cc1. As a reaction SMILES: [Al+3:21].[CH2:26]1[O:27][CH2:28][CH2:29][CH2:30]1.[H-:20].[H-:23].[H-:24].[H-:25].[Li+:22].[O:1]=[C:2]1[NH:3][CH2:4][CH2:5][CH2:6][CH2:7][CH:8]1[NH:9][S:10](=[O:11])(=[O:12])[c:13]1[cH:14][cH:15][c:16]([CH3:19])[cH:17][cH:18]1>>[CH2:2]1[NH:3][CH2:4][CH2:5][CH2:6][CH2:7][CH:8]1[NH:9][S:10](=[O:11])(=[O:12])[c:13]1[cH:14][cH:15][c:16]([CH3:19])[cH:17][cH:18]1. The reactants are BrCC1=C(C=CC=C1)C1=C(C(=O)C2=C(C=CC=C2)F)C=C(C=C1)Cl (2-(o-bromomethylphenyl)-5-chloro-2'-fluorobenzophenone), CS(=O)C (dimethylsulfoxide). The product is ClC1=CC(=C(C=C1)C1=C(C=O)C=CC=C1)C(C1=C(C=CC=C1)F)=O (2-[4-chloro-2-(2-fluorobenzoyl)-phenyl]-benzaldehyde). As a reaction SMILES: Br[CH2:2][C:3]1[CH:8]=[CH:7][CH:6]=[CH:5][C:4]=1[C:9]1[CH:23]=[CH:22][C:21]([Cl:24])=[CH:20][C:10]=1[C:11]([C:13]1[CH:18]=[CH:17][CH:16]=[CH:15][C:14]=1[F:19])=[O:12].CS(C)=[O:27]>>[Cl:24][C:21]1[CH:22]=[CH:23][C:9]([C:4]2[CH:5]=[CH:6][CH:7]=[CH:8][C:3]=2[CH:2]=[O:27])=[C:10]([C:11](=[O:12])[C:13]2[CH:18]=[CH:17][CH:16]=[CH:15][C:14]=2[F:19])[CH:20]=1. Procedure details: The starting material is prepared as follows: The solution of 3.2 g of 2-(o-bromomethylphenyl)-5-chloro-2'-fluorobenzophenone in 40 ml of freshly distilled dimethylsulfoxide is heated for 30 minutes in an oil bath at 178°. After cooling, the solution is partitioned between diethyl ether and water, the ethereal layer washed again with water and saturated aqueous sodium chloride, and evaporated. The residue is taken up in 40 ml of methylene chloride and the solution treated with 2.6 g of pyridiniu...